From a dataset of the Open Reaction Database (ORD), a public repository of structured organic reaction records. describe an organic reaction: reactants, conditions, products, and yield Reactants: NC1=CC=CC=C1 (aniline), C1(=CC=CC=C1)C=1N=C(N(C1C1=CC=CC=C1)C)C(=O)O (4,5-diphenyl-1-methylimidazole-2-carboxylic acid). Product: C1(=CC=CC=C1)NC(=O)C=1N(C(=C(N1)C1=CC=CC=C1)C1=CC=CC=C1)C (N-Phenyl-4,5-diphenyl-1-methylimidazole-2-carboxamide). As a reaction SMILES: [NH2:1][C:2]1[CH:7]=[CH:6][CH:5]=[CH:4][CH:3]=1.[C:8]1([C:14]2[N:15]=[C:16]([C:26](O)=[O:27])[N:17]([CH3:25])[C:18]=2[C:19]2[CH:24]=[CH:23][CH:22]=[CH:21][CH:20]=2)[CH:13]=[CH:12][CH:11]=[CH:10][CH:9]=1>>[C:2]1([NH:1][C:26]([C:16]2[N:17]([CH3:25])[C:18]([C:19]3[CH:24]=[CH:23][CH:22]=[CH:21][CH:20]=3)=[C:14]([C:8]3[CH:13]=[CH:12][CH:11]=[CH:10][CH:9]=3)[N:15]=2)=[O:27])[CH:7]=[CH:6][CH:5]=[CH:4][CH:3]=1. Reported procedure: Using essentially the same procedure as Example 4, Step B, but using aniline (0.025 mL), 4,5-diphenyl-1-methylimidazole-2-carboxylic acid (30 mg, 0.10 mmol) from Example 4, Step A was converted to the title compound. The reactants are C(C)(=O)N (acetamide), amino alkanol, N[C@H]1[C@@H](CCC1)O (trans-1-amino-2-hydroxycyclopentane), amide, trans-(1S,2S)-1-amino-2-indanol, C(C1=CC=CC=C1)(=O)N (benzamide), trans-(1R,2R)-1-amino-2-indanol, N[C@H]1[C@@H](CC2=CC=CC=C12)O (trans-1-amino-2-indanol), C1[C@@H]([C@@H](C2=CC=CC=C21)N)O (cis-(1R,2S)-1-amino-2-indanol), N[C@H]1[C@@H](CCC1)O (trans-1-amino-2-hydroxycyclopentane), N[C@H]1[C@@H](CCC1)O (trans-1-amino-2-hydroxycyclopentane), N[C@H]1[C@@H](CC2=CC=CC=C12)O (trans-1-amino-2-indanol), C1[C@H]([C@H](C2=CC=CC=C21)N)O (cis-(1S,2R)-1-amino-2-indanol). Product: C(C1=CC=CC=C1)(=O)N[C@H]1[C@@H](CC2=CC=CC=C12)O (trans-1-benzamido-2-indanol), C(C)(=O)N[C@H]1[C@@H](CC2=CC=CC=C12)O (trans-1-acetamido-2-indanol). RXN SMILES: N[C@@H:2]1CCC[C@H:3]1[OH:7].[NH2:8][C@@H:9]1[C:17]2[C:12](=[CH:13][CH:14]=[CH:15][CH:16]=2)[CH2:11][C@H:10]1[OH:18].[CH2:19]1[C:27]2[C:22](=[CH:23][CH:24]=[CH:25][CH:26]=2)[C@H:21]([NH2:28])[C@@H:20]1[OH:29].C1C2C(=CC=CC=2)[C@@H](N)[C@H]1O.[C:41](N)(=[O:48])[C:42]1[CH:47]=[CH:46][CH:45]=[CH:44][CH:43]=1.C(N)(=O)C>>[C:41]([NH:8][C@@H:9]1[C:17]2[C:12](=[CH:13][CH:14]=[CH:15][CH:16]=2)[CH2:11][C@H:10]1[OH:18])(=[O:48])[C:42]1[CH:47]=[CH:46][CH:45]=[CH:44][CH:43]=1.[C:3]([NH:28][C@@H:21]1[C:22]2[C:27](=[CH:26][CH:25]=[CH:24][CH:23]=2)[CH2:19][C@H:20]1[OH:29])(=[O:7])[CH3:2]. Procedure: In one embodiment the trans-1-amino-2-hydroxycyclopentane may be trans-1-amino-2-indanol. If the trans-1-amino-2-hydroxycyclopentane is trans-(1S,2S)-1-amino-2-indanol, it is converted to cis-(1S,2R)-1-amino-2-indanol; if the trans-1-amino-2-hydroxycyclopentane is trans-(1R,2R)-1-amino-2-indanol, it is converted to cis-(1R,2S)-1-amino-2-indanol. When the amino alkanol is partially resolved trans-1-amino-2-indanol and the amide is a benzamide or acetamide, an additional step of recrystallizing th... Reactants: O=C1CCO1, CC#N, Nc1cccc(S)c1. Yields the product O=C(CCO)Nc1cccc(S)c1. As a reaction SMILES: [C:1]1(=[O:5])[CH2:2][CH2:3][O:4]1.[CH3:14][C:15]#[N:16].[NH2:6][c:7]1[cH:8][c:9]([SH:13])[cH:10][cH:11][cH:12]1>>[C:1]([CH2:2][CH2:3][OH:4])(=[O:5])[NH:6][c:7]1[cH:8][c:9]([SH:13])[cH:10][cH:11][cH:12]1. Starting materials: CC1CN(C(C)CN2CCC(NC(=O)OC(C)(C)C)CC2)CCC1OC(=O)C(C)(C)C, C[O-], [Na+]. Yields the product CC1CN(C(C)CN2CCC(NC(=O)OC(C)(C)C)CC2)CCC1O. As a reaction SMILES: [C:1]([CH3:2])([CH3:3])([CH3:4])[O:5][C:6](=[O:7])[NH:8][CH:9]1[CH2:10][CH2:11][N:12]([CH2:15][CH:16]([CH3:17])[N:18]2[CH2:19][CH:20]([CH3:31])[CH:21]([O:24][C:25](=[O:26])[C:27]([CH3:28])([CH3:29])[CH3:30])[CH2:22][CH2:23]2)[CH2:13][CH2:14]1.[CH3:32][O-:33].[Na+:34]>>[C:1]([CH3:2])([CH3:3])([CH3:4])[O:5][C:6](=[O:7])[NH:8][CH:9]1[CH2:10][CH2:11][N:12]([CH2:15][CH:16]([CH3:17])[N:18]2[CH2:19][CH:20]([CH3:31])[CH:21]([OH:24])[CH2:22][CH2:23]2)[CH2:13][CH2:14]1. Reactants: CC(=O)OCC(=O)C1(O)C(C)CC2C3CCC4=CC(=O)C=CC4(C)C3C(Cl)CC21C, CC(=O)[O-], CO, [O-][Cl+3]([O-])([O-])O, [Na+]. Yields the product CC1CC2C3CCC4=CC(=O)C=CC4(C)C3C(Cl)CC2(C)C1(O)C(=O)CO. As a reaction SMILES: [C:1](=[O:2])([CH3:3])[O:4][CH2:5][C:6]([C:7]1([OH:29])[CH:8]([CH3:28])[CH2:9][CH:10]2[CH:11]3[CH2:12][CH2:13][C:14]4=[CH:15][C:16](=[O:27])[CH:17]=[CH:18][C:19]4([CH3:20])[CH:21]3[CH:22]([Cl:26])[CH2:23][C:24]12[CH3:25])=[O:30].[CH3:37][C:38](=[O:39])[O-:40].[CH3:41][OH:42].[Cl+3:31]([OH:32])([O-:33])([O-:34])[O-:35].[Na+:36]>>[OH:4][CH2:5][C:6]([C:7]1([OH:29])[CH:8]([CH3:28])[CH2:9][CH:10]2[CH:11]3[CH2:12][CH2:13][C:14]4=[CH:15][C:16](=[O:27])[CH:17]=[CH:18][C:19]4([CH3:20])[CH:21]3[CH:22]([Cl:26])[CH2:23][C:24]12[CH3:25])=[O:30]. The reactants are [NH4+].[Cl-] (NH4Cl), CON(C(C1=CC(=NC(=C1)C)C)=O)C (N-methoxy-2,6,N-trimethyl-isonicotinamide), C(C1=CC=CC=C1)Br (benzyl bromide), [Li]CCCC (n-BuLi). Solvent: C1CCOC1 (THF). Reaction conditions: temperature -78 celsius, time 3 hour. The product is CC1=NC(=CC(=C1)C(CC1=CC=CC=C1)=O)C (1-(2,6-Dimethyl-pyridin-4-yl)-2-phenyl-ethanone). The yield is 99.0%. As a reaction SMILES: CON(C)[C:4](=[O:13])[C:5]1[CH:10]=[C:9]([CH3:11])[N:8]=[C:7]([CH3:12])[CH:6]=1.[CH2:15](Br)[C:16]1[CH:21]=[CH:20][CH:19]=[CH:18][CH:17]=1.[Li]CCCC.[NH4+].[Cl-]>C1COCC1>[CH3:11][C:9]1[CH:10]=[C:5]([C:4](=[O:13])[CH2:15][C:16]2[CH:21]=[CH:20][CH:19]=[CH:18][CH:17]=2)[CH:6]=[C:7]([CH3:12])[N:8]=1 |f:3.4|. Procedure: At −78° C., to a solution of N-methoxy-2,6,N-trimethyl-isonicotinamide (1 g) and benzyl bromide (0.73 mL) in THF (30 mL) was added n-BuLi (1.6M in hexane, 6.6 mL) dropwise. The reaction was stirred at −78° C. for 3 hours. A saturated aqueous solution of NH4Cl (200 mL) was added, the phases were separated and the inorganic one was extracted with EtOAc (2×). The combined organic layers were washed with brine, dried over Na2SO4, filtered and concentrated in vacuo. Column chromatography on silica ge... Reactants: [BH3-]C#N, O=C([O-])O, CCOC(=O)C(CN)Cc1cccc2ccccc12, CCO, Cl, Cl, [Na+], [Na+], O=CCCc1ccccc1. Yields the product CCOC(=O)C(CNCCCc1ccccc1)Cc1cccc2ccccc12. RXN SMILES: [C:31]([BH3-:32])#[N:33].[C:36](=[O:37])([OH:38])[O-:39].[CH2:2]([CH3:3])[O:4][C:5]([CH:6]([CH2:7][NH2:8])[CH2:9][c:10]1[cH:11][cH:12][cH:13][c:14]2[cH:15][cH:16][cH:17][cH:18][c:19]12)=[O:20].[CH3:41][CH2:42][OH:43].[ClH:1].[ClH:35].[Na+:34].[Na+:40].[c:21]1([CH2:27][CH2:28][CH:29]=[O:30])[cH:22][cH:23][cH:24][cH:25][cH:26]1>>[CH2:2]([CH3:3])[O:4][C:5]([CH:6]([CH2:7][NH:8][CH2:29][CH2:28][CH2:27][c:21]1[cH:22][cH:23][cH:24][cH:25][cH:26]1)[CH2:9][c:10]1[cH:11][cH:12][cH:13][c:14]2[cH:15][cH:16][cH:17][cH:18][c:19]12)=[O:20]. Reactants: CC1(CN(C(OC1)=S)CC1=C(C=CC=C1)NS(=O)(=O)C(F)(F)F)C (5,5-dimethyl-3-[2-(trifluoromethanesulfonylamino)benzyl]-[1,3]-oxazinan-2-thione), O (water), C(O)([O-])=O.[Na+] (sodium hydrogen carbonate), ClC(=O)OC (methyl chloroformate). The solvent is C(C)#N (acetonitrile). Product: CC1(CN(C(OC1)=S)CC1=C(C=CC=C1)N(S(=O)(=O)C(F)(F)F)C(=O)OC)C (5,5-dimethyl-3-(2-[N-(methoxycarbonyl)-N-(trifluoromethanesulfonyl)amino]benzyl)-[1,3]-oxazinane-2-thione). Yield: 46.6%. RXN SMILES: [CH3:1][C:2]1([CH3:24])[CH2:7][O:6][C:5](=[S:8])[N:4]([CH2:9][C:10]2[CH:15]=[CH:14][CH:13]=[CH:12][C:11]=2[NH:16][S:17]([C:20]([F:23])([F:22])[F:21])(=[O:19])=[O:18])[CH2:3]1.C(=O)([O-])O.[Na+].Cl[C:31]([O:33][CH3:34])=[O:32].O>C(#N)C>[CH3:1][C:2]1([CH3:24])[CH2:7][O:6][C:5](=[S:8])[N:4]([CH2:9][C:10]2[CH:15]=[CH:14][CH:13]=[CH:12][C:11]=2[N:16]([C:31]([O:33][CH3:34])=[O:32])[S:17]([C:20]([F:23])([F:21])[F:22])(=[O:19])=[O:18])[CH2:3]1 |f:1.2|. Procedure: 5,5-dimethyl-3-[2-(trifluoromethanesulfonylamino)benzyl]-[1,3]-oxazinan-2-thione (0.15 g, 0.39 mmol) and sodium hydrogen carbonate (0.05 g, 0.60 mmol) were suspended in acetonitrile (10 ml), added with methyl chloroformate (0.06 g, 0.60 mmol) and heated to reflux for three hours. After cooling to room temperature, the reaction mixture was added with water and extracted with ethyl acetate. The solvent was evaporated under reduced pressure after the organic layer was dried over anhydrous sodium su... Product: ClC1=C(C=CC=C1)N1N=CC(=C1)C(=O)OCC (Ethyl 1-(2-chlorophenyl)-1H-pyrazole-4-carboxylate). Reported procedure: 400 mg (2.85 mmol) of ethyl 1H-pyrazole-4-carboxylate, 893 mg (5.71 mmol) of 2-chlorophenyl-boronic acid, 100 mg of 3 Å molecular sieve and 778 mg (4.28 mmol) of copper(II) acetate were initially charged in 2 ml of dichloromethane, and 461 μl (5.71 mmol) of pyridine were added. The mixture was stirred at RT for 20 h. For work-up, the mixture was filtered through a little kieselguhr, the filter residue was rinsed with about 10 ml of dichloromethane and the combined filtrates were concentrated und... As a reaction SMILES: [NH:1]1[CH:5]=[C:4]([C:6]([O:8][CH2:9][CH3:10])=[O:7])[CH:3]=[N:2]1.[Cl:11][C:12]1[CH:17]=[CH:16][CH:15]=[CH:14][C:13]=1B(O)O.N1C=CC=CC=1>ClCCl.C([O-])(=O)C.[Cu+2].C([O-])(=O)C>[Cl:11][C:12]1[CH:17]=[CH:16][CH:15]=[CH:14][C:13]=1[N:1]1[CH:5]=[C:4]([C:6]([O:8][CH2:9][CH3:10])=[O:7])[CH:3]=[N:2]1 |f:4.5.6|. Starting materials: N1N=CC(=C1)C(=O)OCC (ethyl 1H-pyrazole-4-carboxylate), ClC1=C(C=CC=C1)B(O)O (2-chlorophenyl-boronic acid), N1=CC=CC=C1 (pyridine). Conditions: time 20 hour. The reagents and catalysts are C(C)(=O)[O-].[Cu+2].C(C)(=O)[O-] (copper(II) acetate). Solvent: ClCCl (dichloromethane). Reactants: C=O (formalin), triacetoxy sodium boro hydride, [N+](=O)([O-])C1=CC=C(C=O)C=C1 (p-nitrobenzaldehyde), COCCN (2-methoxyethylamine), triacetoxy sodium boro hydride. The solvent is ClCCCl (1,2-dichloroethane). Run at time 4 hour. Yields the product COCCN(C)CC1=CC=C(C=C1)[N+](=O)[O-] (N-(2-methoxyethyl)-N-methyl-4-nitrobenzylamine). RXN SMILES: [N+:1]([C:4]1[CH:11]=[CH:10][C:7]([CH:8]=O)=[CH:6][CH:5]=1)([O-:3])=[O:2].[CH3:12][O:13][CH2:14][CH2:15][NH2:16].[CH2:17]=O>ClCCCl>[CH3:12][O:13][CH2:14][CH2:15][N:16]([CH2:8][C:7]1[CH:10]=[CH:11][C:4]([N+:1]([O-:3])=[O:2])=[CH:5][CH:6]=1)[CH3:17]. Procedure: In 1,2-dichloroethane (50 ml) were dissolved p-nitrobenzaldehyde (5 g) and 2-methoxyethylamine (2.7 g), and to the mixture was added, under ice-cooling, triacetoxy sodium boro hydride (9.8 g). Under nitrogen atmosphere, the mixture was stirred at room temperature for 4 hours, and to the mixture were added, under ice-cooling, 37% formalin (3.8 ml) and triacetoxy sodium boro hydride (10 g). Under nitrogen atmosphere, the mixture was stirred at room temperature overnight, and the solvent was evapor...